Dataset: the Open Reaction Database (ORD), a public repository of structured organic reaction records. Task: describe an organic reaction: reactants, conditions, products, and yield Reactants: Cl, Clc1ccccc1Cl, Cc1nn(C)c(Cl)c1C=O, [Hg], [Na+], [Na+], O=C([O-])[O-]. Product: Cc1nn(C)c(Cl)c1C(=O)Cl. As a reaction SMILES: [Cl:17].[Cl:18][c:19]1[cH:20][cH:21][cH:22][cH:23][c:24]1[Cl:25].[Cl:1][c:2]1[c:3]([CH:9]=[O:10])[c:4]([CH3:8])[n:5][n:6]1[CH3:7].[Hg:26].[Na+:11].[Na+:12].[O-:13][C:14](=[O:15])[O-:16]>>[Cl:1][c:2]1[c:3]([C:9](=[O:10])[Cl:18])[c:4]([CH3:8])[n:5][n:6]1[CH3:7].